Dataset: the Open Reaction Database (ORD), a public repository of structured organic reaction records. Task: describe an organic reaction: reactants, conditions, products, and yield The product is C(=O)(OCC)C1(C(C=C(CC1)CC(C)C)=O)C(C(=O)O)C (2-(1-carboethoxy-4-isobutyl-2-oxo-cyclohex-3-enyl)propionic acid). Procedure: A chromatographed 1 gm. mixture of ethyl 2-(4-isobutyl-1-carboethoxy-2-oxocyclohex-3-enyl)propionate and ethyl 2-(4-isobutyl-2-oxocyclohex-3-enyl)propionate was dissolved in ethanol (4.0 ml.) and then 5.5 ml. of 1 N sodium hydroxide solution was added. The resulting mixture was stirred at 40° C. for 20 hours and then concentrated to about 7 ml. volume. The aqueous residue was extracted with 5 ml. of Skellysolve B and the extract was backwashed with 3 ml. of 1 N sodium hydroxide. The aqueous phas... The reactants are methyl esters, C(C(C)C)C1=CC(C(CC1)(C(=O)O)C(C(=O)O)C)=O (2-(4-isobutyl-1-carboxy-2-oxocyclohex-3-enyl)propionic acid), C(C(C)C)C1=CC(C(CC1)(C(=O)OCC)C(C(=O)OCC)C)=O (ethyl 2-(4-isobutyl-1-carboethoxy-2-oxocyclohex-3-enyl)propionate), C(C(C)C)C1=CC(C(CC1)C(C(=O)OCC)C)=O (ethyl 2-(4-isobutyl-2-oxocyclohex-3-enyl)propionate), C(C(C)C)C1=CC(C(CC1)C(C(=O)O)C)=O (2-(4-isobutyl-2-oxo-cyclohex-3-enyl)propionic acid), [OH-].[Na+] (sodium hydroxide), silyl esters. Run at temperature 40 celsius, time 20 hour. Reaction SMILES: [CH2:1]([C:5]1[CH2:10][CH2:9][C:8]([CH:16]([CH3:22])[C:17]([O:19]CC)=[O:18])([C:11]([O:13][CH2:14][CH3:15])=[O:12])[C:7](=[O:23])[CH:6]=1)[CH:2]([CH3:4])[CH3:3].C(C1CCC(C(C)C(OCC)=O)C(=O)C=1)C(C)C.[OH-].[Na+].C(C1CCC(C(C)C(O)=O)(C(O)=O)C(=O)C=1)C(C)C.C(C1CCC(C(C)C(O)=O)C(=O)C=1)C(C)C>C(O)C>[C:11]([C:8]1([CH:16]([CH3:22])[C:17]([OH:19])=[O:18])[CH2:9][CH2:10][C:5]([CH2:1][CH:2]([CH3:4])[CH3:3])=[CH:6][C:7]1=[O:23])([O:13][CH2:14][CH3:15])=[O:12] |f:2.3|. Solvent: C(C)O (ethanol).